From a dataset of the Open Reaction Database (ORD), a public repository of structured organic reaction records. describe an organic reaction: reactants, conditions, products, and yield Starting materials: CCC(C)Br, COC(=O)c1cc(Br)cc2[nH]ccc12, [H-], [Na+], CN(C)C=O, O. Product: CCC(C)n1ccc2c(C(=O)OC)cc(Br)cc21. RXN SMILES: [Br:17][CH:18]([CH3:19])[CH2:20][CH3:21].[Br:3][c:4]1[cH:5][c:6]([C:13](=[O:14])[O:15][CH3:16])[c:7]2[cH:8][cH:9][nH:10][c:11]2[cH:12]1.[H-:1].[Na+:2].[O:22]=[CH:23][N:24]([CH3:25])[CH3:26].[OH2:27]>>[Br:3][c:4]1[cH:5][c:6]([C:13](=[O:14])[O:15][CH3:16])[c:7]2[cH:8][cH:9][n:10]([CH:18]([CH3:19])[CH2:20][CH3:21])[c:11]2[cH:12]1. The reactants are C[Si](C)(C)C#CC(=O)C(c1ccc(Br)cn1)c1c(F)cccc1F, CCCC[N+](CCCC)(CCCC)CCCC, C1CCOC1, [Cl-], [F-], [NH4+]. The product is C#CC(=O)C(c1ccc(Br)cn1)c1c(F)cccc1F. Reaction SMILES: [Br:1][c:2]1[cH:3][cH:4][c:5]([CH:8]([C:9]([C:10]#[C:11][Si:12]([CH3:13])([CH3:14])[CH3:15])=[O:16])[c:17]2[c:18]([F:24])[cH:19][cH:20][cH:21][c:22]2[F:23])[n:6][cH:7]1.[CH2:26]([N+:27]([CH2:28][CH2:29][CH2:30][CH3:31])([CH2:32][CH2:33][CH2:34][CH3:35])[CH2:36][CH2:37][CH2:38][CH3:39])[CH2:40][CH2:41][CH3:42].[CH2:45]1[O:46][CH2:47][CH2:48][CH2:49]1.[Cl-:43].[F-:25].[NH4+:44]>>[Br:1][c:2]1[cH:3][cH:4][c:5]([CH:8]([C:9]([C:10]#[CH:11])=[O:16])[c:17]2[c:18]([F:24])[cH:19][cH:20][cH:21][c:22]2[F:23])[n:6][cH:7]1. Starting materials: C(C)(C)(C)OC(=O)N1CC2=C(CC1)ON=C2C(=O)O (6,7-dihydro-4H-isoxazolo[4,5-c]pyridine-3,5-dicarboxylic acid 5-tert-butyl ester), CC(=O)C1=CC=C(C=C1)N2CCNCC2 (4-piperazinoacetophenone). The product is C(C)(C)(C)OC(=O)N1CC2=C(CC1)ON=C2C(=O)N2CCN(CC2)C2=CC=C(C=C2)C(C)=O (3-[4-(4-acetyl-phenyl)-piperazine-1-carbonyl]-6,7-dihydro-4H-isoxazolo[4,5-c]pyridine-5-carboxylic acid tert-butyl ester). Yield: 42.4%. RXN SMILES: [C:1]([O:5][C:6]([N:8]1[CH2:13][CH2:12][C:11]2[O:14][N:15]=[C:16]([C:17]([OH:19])=O)[C:10]=2[CH2:9]1)=[O:7])([CH3:4])([CH3:3])[CH3:2].[CH3:20][C:21]([C:23]1[CH:28]=[CH:27][C:26]([N:29]2[CH2:34][CH2:33][NH:32][CH2:31][CH2:30]2)=[CH:25][CH:24]=1)=[O:22]>>[C:1]([O:5][C:6]([N:8]1[CH2:13][CH2:12][C:11]2[O:14][N:15]=[C:16]([C:17]([N:32]3[CH2:31][CH2:30][N:29]([C:26]4[CH:25]=[CH:24][C:23]([C:21](=[O:22])[CH3:20])=[CH:28][CH:27]=4)[CH2:34][CH2:33]3)=[O:19])[C:10]=2[CH2:9]1)=[O:7])([CH3:2])([CH3:3])[CH3:4]. Procedure details: In a manner similar to general method 1, 1.1 g (4.1 mmol) of 6,7-dihydro-4H-isoxazolo[4,5-c]pyridine-3,5-dicarboxylic acid 5-tert-butyl ester were reacted with 838 mg (4.1 mmol) of 4-piperazinoacetophenone to yield 790 mg (42% of theoretical) of 3-[4-(4-acetyl-phenyl)-piperazine-1-carbonyl]-6,7-dihydro-4H-isoxazolo[4,5-c]pyridine-5-carboxylic acid tert-butyl ester, which were obtained in the form of a yellow-orange oil. Run at time 8 hour. Reaction SMILES: [CH2:1]1[C:3]2([CH2:7][CH2:6][N:5]([C:8]3[CH:9]=[C:10]([NH2:16])[C:11]([NH2:15])=[CH:12][C:13]=3[Cl:14])[CH2:4]2)[CH2:2]1.[C:17]([O:21][C:22](=[O:35])[NH:23][CH2:24][C:25]1[CH:30]=[CH:29][C:28]([Cl:31])=[C:27]([N:32]=[C:33]=S)[CH:26]=1)([CH3:20])([CH3:19])[CH3:18]>CN(C=O)C>[C:17]([O:21][C:22](=[O:35])[NH:23][CH2:24][C:25]1[CH:30]=[CH:29][C:28]([Cl:31])=[C:27]([NH:32][C:33]2[NH:16][C:10]3[CH:9]=[C:8]([N:5]4[CH2:6][CH2:7][C:3]5([CH2:1][CH2:2]5)[CH2:4]4)[C:13]([Cl:14])=[CH:12][C:11]=3[N:15]=2)[CH:26]=1)([CH3:20])([CH3:19])[CH3:18]. Procedure: TEA (130 μL, 0.9 mmol) followed by 4-(5-aza-spiro[2.4]hept-5-yl)-5-chloro-benzene-1,2-diamine (80 mg) were added to (4-chloro-3-isothiocyanato-benzyl)-carbamic acid tert-butyl ester (example 1, step (c), 69 mg, 0.2 mmol) in DMF (3 mL). The reaction mixture was stirred at rt overnight, then concentrated and purified by chromatography to give the sub-title compound. Reactants: TEA, C1CC12CN(CC2)C=2C=C(C(=CC2Cl)N)N (4-(5-aza-spiro[2.4]hept-5-yl)-5-chloro-benzene-1,2-diamine), C(C)(C)(C)OC(NCC1=CC(=C(C=C1)Cl)N=C=S)=O ((4-chloro-3-isothiocyanato-benzyl)-carbamic acid tert-butyl ester). The solvent is CN(C)C=O (DMF). The product is C(C)(C)(C)OC(NCC1=CC(=C(C=C1)Cl)NC1=NC2=C(N1)C=C(C(=C2)Cl)N2CC1(CC1)CC2)=O ({3-[6-(5-Aza-spiro[2.4]hept-5-yl)-5-chloro-1H-benzimidazol-2-ylamino]-4-chloro-benzyl}-carbamic acid tert-butyl ester). The reactants are COC(C(C1=C(NN(C1=O)C1=CC=CC=C1)C)(C(F)(F)F)O)=O (2,5-dihydro-α-hydroxy-3-methyl-5-oxo-1-phenyl-α-(trifluoromethyl)-1H-pyrazole-4-acetic acid methyl ester), S(=O)(Cl)Cl (thionyl chloride). Run in C1(=CC=CC=C1)C (toluene). The product is COC(C(C(F)(F)F)=C1C(=NN(C1=O)C1=CC=CC=C1)C)=O (2-(1,5-dihydro-3-methyl-5-oxo-1-phenyl-4H-pyrazol-4-ylidene)-3,3,3-trifluoro-propanoic acid methyl ester), solid. As a reaction SMILES: [CH3:1][O:2][C:3](=[O:23])[C:4](O)([C:18]([F:21])([F:20])[F:19])[C:5]1[C:9](=[O:10])[N:8]([C:11]2[CH:16]=[CH:15][CH:14]=[CH:13][CH:12]=2)[NH:7][C:6]=1[CH3:17].S(Cl)(Cl)=O>C1(C)C=CC=CC=1>[CH3:1][O:2][C:3](=[O:23])[C:4](=[C:5]1[C:9](=[O:10])[N:8]([C:11]2[CH:12]=[CH:13][CH:14]=[CH:15][CH:16]=2)[N:7]=[C:6]1[CH3:17])[C:18]([F:20])([F:21])[F:19]. Procedure details: To a toluene solution (50 ml) of 2,5-dihydro-α-hydroxy-3-methyl-5-oxo-1-phenyl-α-(trifluoromethyl)-1H-pyrazole-4-acetic acid methyl ester (1.5 g, 4.5 mmol), thionyl chloride (2 ml, 22.5 mmol) was added and the mixture was stirred under reflux for 3 hours. After concentrating the liquid reaction mixture under reduced pressure, the title compound was obtained as a reddish brown solid (4.41 g).